This data is from the Open Reaction Database (ORD), a public repository of structured organic reaction records. The task is: describe an organic reaction: reactants, conditions, products, and yield The reactants are crude mixture, FC(\C(=C/C(=O)OCC)\NC=1C=NC=C(C1)C(F)(F)F)(F)F (Ethyl(2E)-4,4,4-trifluoro-3-{[5-(trifluoromethyl)-3-pyridinyl]amino}-2-butenoate), C(#N)/C(/C(=O)OCC)=C/C1=CC=C(C=C1)C#N (Ethyl(2Z)-2-cyano-3-(4-cyanophenyl)-2-propenoate), N12CCCCCC2=NCCC1 (1,8-Diazabicyclo[5.4.0]undec-7-ene). The solvent is O1CCOCC1 (dioxane). Reaction conditions: temperature 85 celsius, time 8 hour. The product is NC=1N(C(=C(C(C1C(=O)OCC)C1=CC=C(C=C1)C#N)C(=O)OCC)C(F)(F)F)C=1C=NC=C(C1)C(F)(F)F (Diethyl 2-amino-4-(4-cyanophenyl)-5′,6-bis(trifluoromethyl)-4H-1,3′-bipyridine-3,5-dicarboxylate). RXN SMILES: [F:1][C:2]([F:22])([F:21])/[C:3](/[NH:10][C:11]1[CH:12]=[N:13][CH:14]=[C:15]([C:17]([F:20])([F:19])[F:18])[CH:16]=1)=[CH:4]\[C:5]([O:7][CH2:8][CH3:9])=[O:6].[C:23](/[C:25](=[CH:31]/[C:32]1[CH:37]=[CH:36][C:35]([C:38]#[N:39])=[CH:34][CH:33]=1)/[C:26]([O:28][CH2:29][CH3:30])=[O:27])#[N:24].N12CCCN=C1CCCCC2>O1CCOCC1>[NH2:24][C:23]1[N:10]([C:11]2[CH:12]=[N:13][CH:14]=[C:15]([C:17]([F:18])([F:19])[F:20])[CH:16]=2)[C:3]([C:2]([F:1])([F:21])[F:22])=[C:4]([C:5]([O:7][CH2:8][CH3:9])=[O:6])[CH:31]([C:32]2[CH:37]=[CH:36][C:35]([C:38]#[N:39])=[CH:34][CH:33]=2)[C:25]=1[C:26]([O:28][CH2:29][CH3:30])=[O:27]. Reported procedure: Under Argon, the compound of Example 29A (180 mg, 0.40 mmol) and the compound of Example 28A (90.36 mg, 0.40 mmol) are dissolved in dioxane (5 ml). 1,8-Diazabicyclo[5.4.0]undec-7-ene (DBU) (6.08 mg, 0.04 mmol) is added, and the resulting solution is stirred at 85° C. overnight. The crude mixture is cooled to room temperature and purified directly by preparative HPLC. Starting materials: C(C)OC([C@H](CC1=CC=C(C=C1)OCCCBr)OC)=O ((2S)-3-[4-(3-bromo-propoxy)-phenyl]-2-methoxy-propionic acid ethyl ester), N1(CCOCC1)C=1C=C(C=CC1)O (3-Morpholin-4-yl-phenol), CO[C@H](C(=O)O)CC1=CC=C(C=C1)OCCCOC1=CC=CC=C1 ((2S)-2-methoxy-3-[4-(3-phenoxy-propoxy)-phenyl]-propionic acid). Yields the product CO[C@H](C(=O)O)CC1=CC=C(C=C1)OCCCOC1=CC(=CC=C1)N1CCOCC1 ((2S)-2-methoxy-3-{4-[3-(3-morpholin-4-yl-phenoxy)-propoxy]-phenyl}-propionic acid). Reaction SMILES: C([O:3][C:4](=[O:20])[C@@H:5]([O:18][CH3:19])[CH2:6][C:7]1[CH:12]=[CH:11][C:10]([O:13][CH2:14][CH2:15][CH2:16]Br)=[CH:9][CH:8]=1)C.[N:21]1([C:27]2[CH:28]=[C:29]([OH:33])[CH:30]=[CH:31][CH:32]=2)[CH2:26][CH2:25][O:24][CH2:23][CH2:22]1.CO[C@@H](CC1C=CC(OCCCOC2C=CC=CC=2)=CC=1)C(O)=O>>[CH3:19][O:18][C@@H:5]([CH2:6][C:7]1[CH:8]=[CH:9][C:10]([O:13][CH2:14][CH2:15][CH2:16][O:33][C:29]2[CH:30]=[CH:31][CH:32]=[C:27]([N:21]3[CH2:26][CH2:25][O:24][CH2:23][CH2:22]3)[CH:28]=2)=[CH:11][CH:12]=1)[C:4]([OH:3])=[O:20]. Procedure details: The title compound was prepared from (2S)-3-[4-(3-bromo-propoxy)-phenyl]-2-methoxy-propionic acid ethyl ester (Example 284, Step 2) and 3-Morpholin-4-yl-phenol via the same procedure used for the preparation of (2S)-2-methoxy-3-[4-(3-phenoxy-propoxy)-phenyl]-propionic acid (Example 285, Step 1), to produce a colorless oil. Reactants: FC1=CC=CC(=N1)N1N=CC=2C=NC(=CC21)C=2C=NC=C(C2)C2COC2 (1-(6-fluoropyridin-2-yl)-6-(5-(oxetan-3-yl)pyridin-3-yl)-1H-pyrazolo[4,3-c]pyridine), C[C@@H]1NCCNC1 ((S)-2-methylpiperazine). The product is C[C@H]1CN(CCN1)C1=CC=CC(=N1)N1N=CC=2C=NC(=CC21)C=2C=NC=C(C2)C2COC2 ((S)-1-(6-(3-methylpiperazin-1-yl)pyridin-2-yl)-6-(5-(oxetan-3-yl)pyridin-3-yl)-1H-pyrazolo[4,3-c]pyridine). Yield: 24.0%. As a reaction SMILES: F[C:2]1[N:7]=[C:6]([N:8]2[C:16]3[CH:15]=[C:14]([C:17]4[CH:18]=[N:19][CH:20]=[C:21]([CH:23]5[CH2:26][O:25][CH2:24]5)[CH:22]=4)[N:13]=[CH:12][C:11]=3[CH:10]=[N:9]2)[CH:5]=[CH:4][CH:3]=1.[CH3:27][C@H:28]1[CH2:33][NH:32][CH2:31][CH2:30][NH:29]1>>[CH3:27][C@@H:28]1[NH:29][CH2:30][CH2:31][N:32]([C:2]2[N:7]=[C:6]([N:8]3[C:16]4[CH:15]=[C:14]([C:17]5[CH:18]=[N:19][CH:20]=[C:21]([CH:23]6[CH2:26][O:25][CH2:24]6)[CH:22]=5)[N:13]=[CH:12][C:11]=4[CH:10]=[N:9]3)[CH:5]=[CH:4][CH:3]=2)[CH2:33]1. Procedure: Following the procedures as described in EXAMPLE 8 and starting with 1-(6-fluoropyridin-2-yl)-6-(5-(oxetan-3-yl)pyridin-3-yl)-1H-pyrazolo[4,3-c]pyridine and (S)-2-methylpiperazine, 113 was obtained as an off-white solid (26.3 mg, 24%). 1H NMR (400 MHz, DMSO) δ 9.39-9.28 (m, 1H), 9.20-9.11 (d, J=2.1 Hz, 1H), 9.11-9.02 (s, 1H), 8.72-8.61 (m, 2H), 8.60-8.53 (t, J=2.1 Hz, 1H), 7.84-7.67 (t, J=8.1 Hz, 1H), 7.32-7.18 (d, J=7.7 Hz, 1H), 6.87-6.76 (d, J=8.5 Hz, 1H), 5.08-4.98 (dd, J=8.2, 6.2 Hz, 2H), 4.... The reactants are COCOCc1cc(O)ccc1Br, N#Cc1ccc(CBr)cc1, O=C([O-])[O-], CN(C)C=O, [K+], [K+], O. Product: COCOCc1cc(OCc2ccc(C#N)cc2)ccc1Br. As a reaction SMILES: [Br:1][c:2]1[c:3]([CH2:9][O:10][CH2:11][O:12][CH3:13])[cH:4][c:5]([OH:8])[cH:6][cH:7]1.[C:14](#[N:15])[c:16]1[cH:17][cH:18][c:19]([CH2:20][Br:21])[cH:22][cH:23]1.[C:24](=[O:25])([O-:26])[O-:27].[CH3:31][N:32]([CH3:33])[CH:34]=[O:35].[K+:28].[K+:29].[OH2:30]>>[Br:1][c:2]1[c:3]([CH2:9][O:10][CH2:11][O:12][CH3:13])[cH:4][c:5]([O:8][CH2:20][c:19]2[cH:18][cH:17][c:16]([C:14]#[N:15])[cH:23][cH:22]2)[cH:6][cH:7]1.